This data is from the Open Reaction Database (ORD), a public repository of structured organic reaction records. The task is: describe an organic reaction: reactants, conditions, products, and yield Starting materials: ClC=1C(N(N=CC1NCCCOC1=C(C=C(C=C1)C=O)CC)CC)=O (4-chloro-5-[3-(2-ethyl-4-formylphenoxy)propylamino]-2-ethyl-3(2H) pyridazinone), Cl (hydrochloric acid), C(CC(=O)O)(=O)O (malonic acid). The reagents and catalysts are N1CCCCC1 (piperidine). The solvent is N1=CC=CC=C1 (pyridine). Conditions: temperature 100 celsius, time 3 hour. Product: ClC=1C(N(N=CC1NCCCOC1=C(C=C(C=C1)C=CC(=O)O)CC)CC)=O (4-Chloro-5-{3-[2-ethyl-4-(2-carboxyethenyl)phenoxy]propylamino}-2-ethyl-3(2H)pyridazinone). RXN SMILES: [Cl:1][C:2]1[C:3](=[O:25])[N:4]([CH2:23][CH3:24])[N:5]=[CH:6][C:7]=1[NH:8][CH2:9][CH2:10][CH2:11][O:12][C:13]1[CH:18]=[CH:17][C:16]([CH:19]=O)=[CH:15][C:14]=1[CH2:21][CH3:22].C(O)(=O)[CH2:27][C:28]([OH:30])=[O:29].Cl>N1CCCCC1.N1C=CC=CC=1>[Cl:1][C:2]1[C:3](=[O:25])[N:4]([CH2:23][CH3:24])[N:5]=[CH:6][C:7]=1[NH:8][CH2:9][CH2:10][CH2:11][O:12][C:13]1[CH:18]=[CH:17][C:16]([CH:19]=[CH:27][C:28]([OH:30])=[O:29])=[CH:15][C:14]=1[CH2:21][CH3:22]. Reported procedure: A mixture comprising 1.34 g of 4-chloro-5-[3-(2-ethyl-4-formylphenoxy)propylamino]-2-ethyl-3(2H) pyridazinone (Compound No. 92), 0.73 g of malonic acid, one drop of piperidine and 12 ml of pyridine, were heated under stirring at 100° C. for 3 hours. After cooling, the reaction solution was acidified with hydrochloric acid, and extracted with ethyl acetate. The extract was washed twice with water, and dried over sodium sulfate. Then, the solvent was distilled off, and the residue thereby obtained... Starting materials: COC1=C(C=CC(=N1)/C=C/C(=O)N)N1C=NC(=C1)C ((E)-3-[6-methoxy-5-(4-methyl-1H-imidazol-1-yl)pyridin-2-yl]acrylamide), P(=O)(Cl)(Cl)Cl (phosphorus oxychloride). Reaction conditions: temperature 90 celsius, time 1 hour. Product: COC1=C(C=CC(=N1)/C=C/C#N)N1C=NC(=C1)C ((E)-3-[6-methoxy-5-(4-methyl-1H-imidazol-1-yl)pyridin-2-yl]acrylonitrile). Yield: 68.9%. As a reaction SMILES: [CH3:1][O:2][C:3]1[N:8]=[C:7](/[CH:9]=[CH:10]/[C:11]([NH2:13])=O)[CH:6]=[CH:5][C:4]=1[N:14]1[CH:18]=[C:17]([CH3:19])[N:16]=[CH:15]1.P(Cl)(Cl)(Cl)=O>>[CH3:1][O:2][C:3]1[N:8]=[C:7](/[CH:9]=[CH:10]/[C:11]#[N:13])[CH:6]=[CH:5][C:4]=1[N:14]1[CH:18]=[C:17]([CH3:19])[N:16]=[CH:15]1. Procedure details: A mixture of (E)-3-[6-methoxy-5-(4-methyl-1H-imidazol-1-yl)pyridin-2-yl]acrylamide (3.54 g) and phosphorus oxychloride (12 ml) was stirred at 90° C. for one hour. The reaction solution was concentrated under reduced pressure and then diluted with ice water, chloroform and aqueous ammonia, and the organic layer was separated. The organic layer was dried over anhydrous magnesium sulfate and then concentrated under reduced pressure. The residue was diluted with ether and the precipitated crystals w... Reactants: BrC1=C(C=CC=C1)CC(=O)O (2-bromophenylacetic acid), [N+](=O)([O-])C1=CC=C(N)C=C1 (4-nitroaniline). The product is [N+](=O)([O-])C1=CC=C(C=C1)NC1=C(C=CC=C1)CC(=O)O (2-[(4-nitrophenyl)amino]phenylacetic acid). As a reaction SMILES: Br[C:2]1[CH:7]=[CH:6][CH:5]=[CH:4][C:3]=1[CH2:8][C:9]([OH:11])=[O:10].[N+:12]([C:15]1[CH:21]=[CH:20][C:18]([NH2:19])=[CH:17][CH:16]=1)([O-:14])=[O:13]>>[N+:12]([C:15]1[CH:21]=[CH:20][C:18]([NH:19][C:2]2[CH:7]=[CH:6][CH:5]=[CH:4][C:3]=2[CH2:8][C:9]([OH:11])=[O:10])=[CH:17][CH:16]=1)([O-:14])=[O:13]. Procedure: In the manner described in example 3, 2-bromophenylacetic acid is condensed with 4-nitroaniline to yield 2-[(4-nitrophenyl)amino]phenylacetic acid. The reactants are COC(C1=C(C=CC(=C1)S(=O)(=O)C)OC(C)(C)C)=O (2-tert-butoxy-5-methanesulfonyl-benzoic acid methyl ester), O.[OH-].[Li+] (lithium hydroxide monohydrate). The solvent is C1CCOC1 (THF), O (water). Reaction conditions: time 4 hour. Product: C(C)(C)(C)OC1=C(C(=O)O)C=C(C=C1)S(=O)(=O)C (2-tert-Butoxy-5-methanesulfonyl-benzoic acid). The yield is 67.0%. As a reaction SMILES: C[O:2][C:3](=[O:19])[C:4]1[CH:9]=[C:8]([S:10]([CH3:13])(=[O:12])=[O:11])[CH:7]=[CH:6][C:5]=1[O:14][C:15]([CH3:18])([CH3:17])[CH3:16].O.[OH-].[Li+]>C1COCC1.O>[C:15]([O:14][C:5]1[CH:6]=[CH:7][C:8]([S:10]([CH3:13])(=[O:12])=[O:11])=[CH:9][C:4]=1[C:3]([OH:19])=[O:2])([CH3:18])([CH3:17])[CH3:16] |f:1.2.3|. Reported procedure: To 5.52 mmol 2-tert-butoxy-5-methanesulfonyl-benzoic acid methyl ester in 25 ml THF was added a solution of 8.34 mmol lithium hydroxide monohydrate in 25 ml water and the reaction mixture was stirred at room temperature for 4 hours. After such time the THF was removed in vacuo and to the remaining aqueous solution was added 8 ml of 1 N aq HCl leading to precipitation of the compound. The precipitate was filtered off and washed several times with water to yield the title compound (67%) as a white... Starting materials: ClC1=C(C=CC=C1)C1=NC(C(N(C2=C1C=C(C=C2)N=C=O)C(C)C)=O)(C)C ([5-(o-chlorophenyl)-2,3-dihydro-1-isopropyl-3,3-dimethyl-2-oxo-1H-1,4-benzodiazepin-7yl]isocyanate), ClC1=C(C=CC=C1)C1=NC(C(N(C2=C1C=C(C=C2)NC(=O)NCCO)C(C)C)=O)(C)C (1-[5-(o-chlorophenyl)2,3-dihydro-1-isopropyl-3,3-dimethyl-2-oxo-1H-1,4-benzodiazepin-7-yl]-3-(2-hydroxyethyl)urea). Solvent: ClCCCl.C(Cl)Cl (1,2-dichloroethane methylene chloride). The product is NC=1C=CC2=C(C(=NC(C(N2C(C)C)=O)(C)C)C2=C(C=CC=C2)Cl)C1 (7-amino-5-(o-chlorophenyl)-1,3-dihydro-1-isopropyl-3,3-dimethyl-2H-1,4-benzodiazepin-2-one). Reaction SMILES: [Cl:1][C:2]1[CH:7]=[CH:6][CH:5]=[CH:4][C:3]=1[C:8]1[C:14]2[CH:15]=[C:16]([N:19]=C=O)[CH:17]=[CH:18][C:13]=2[N:12]([CH:22]([CH3:24])[CH3:23])[C:11](=[O:25])[C:10]([CH3:27])([CH3:26])[N:9]=1.ClC1C=CC=CC=1C1C2C=C(NC(NCCO)=O)C=CC=2N(C(C)C)C(=O)C(C)(C)N=1>ClCCCl.C(Cl)Cl>[NH2:19][C:16]1[CH:17]=[CH:18][C:13]2[N:12]([CH:22]([CH3:24])[CH3:23])[C:11](=[O:25])[C:10]([CH3:26])([CH3:27])[N:9]=[C:8]([C:3]3[CH:4]=[CH:5][CH:6]=[CH:7][C:2]=3[Cl:1])[C:14]=2[CH:15]=1 |f:2.3|. Procedure: From 4 g (0.011 mol) of 7-amino-5-(o-chlorophenyl)-1,3-dihydro-1-isopropyl-3,3-dimethyl-2H-1,4-benzodiazepin-2-one there is obtained, in analogy to the details in Example 4, via [5-(o-chlorophenyl)-2,3-dihydro-1-isopropyl-3,3-dimethyl-2-oxo-1H-1,4-benzodiazepin-7yl]isocyanate, 1-[5-(o-chlorophenyl)2,3-dihydro-1-isopropyl-3,3-dimethyl-2-oxo-1H-1,4-benzodiazepin-7-yl]-3-(2-hydroxyethyl)urea of melting point 243°-244° (1,2-dichloroethane/methylene chloride). Starting materials: C(C1=CC=CC=C1)OC(=O)NCCCC[C@@H](C(=O)OC)NC(NC1=C(C(=CC(=C1)OC)C(C)(C)C)O)=O (2-[3-((1S)-5-benzyloxycarbonylamino-1-methoxycarbonylpentyl)ureido]-4-methoxy-6-tert-butylphenol), CO (methanol), Cl (hydrochloric acid). Conditions: time 1 hour. Procedure details: To a mixed solution comprising 1 g of 2-[3-((1S)-5-benzyloxycarbonylamino-1-methoxycarbonylpentyl)ureido]-4-methoxy-6-tert-butylphenol and 30 ml of methanol were added 0.5 ml of conc. hydrochloric acid and 200 mg of 10% palladium-carbon (Pd-C). The mixture was subjected to catalytic reduction at normal temperature under normal pressure for one hour. After removing the catalyst, the filtrate was condensed. Hexane was added to the residue to give 685 mg of 2-[3-((1S)-5-amino-1-methoxycarbonylpenty... The reagents and catalysts are [C].[Pd] (palladium-carbon). Isolated yield 85.0%. Run in CCCCCC (Hexane). Reaction SMILES: C(OC([NH:11][CH2:12][CH2:13][CH2:14][CH2:15][C@H:16]([NH:21][C:22](=[O:37])[NH:23][C:24]1[CH:29]=[C:28]([O:30][CH3:31])[CH:27]=[C:26]([C:32]([CH3:35])([CH3:34])[CH3:33])[C:25]=1[OH:36])[C:17]([O:19][CH3:20])=[O:18])=O)C1C=CC=CC=1.CO.[ClH:40]>[C].[Pd].CCCCCC>[ClH:40].[NH2:11][CH2:12][CH2:13][CH2:14][CH2:15][C@H:16]([NH:21][C:22](=[O:37])[NH:23][C:24]1[CH:29]=[C:28]([O:30][CH3:31])[CH:27]=[C:26]([C:32]([CH3:33])([CH3:34])[CH3:35])[C:25]=1[OH:36])[C:17]([O:19][CH3:20])=[O:18] |f:3.4,6.7|. Product: Cl.NCCCC[C@@H](C(=O)OC)NC(NC1=C(C(=CC(=C1)OC)C(C)(C)C)O)=O (2-[3-((1S)-5-amino-1-methoxycarbonylpentyl)ureido]-4-methoxy-6-tert-butylphenol hydrochloride). Reactants: C1(CCCC1)C1=NC(C(N(C2=C1C=CC=C2)C)=O)NC(=O)OCC2=CC=CC=C2 (5-cyclopentyl-1,3-dihydro-1-methyl-3(R,S)-[(benzyloxycarbonyl)amino]-2H-1,4-benzodiazepin-2-one), Br (hydrobromic acid), C(C)OCC (diethyl ether). Solvent: C(C)(=O)O (acetic acid). Reaction conditions: time 2 hour. Product: NC1C(N(C2=C(C(=N1)C1CCCC1)C=CC=C2)C)=O (3(R,S)-Amino-5-cyclopentyl-1,3-dihydro-1-methyl-2H-1,4-benzodiazepin-2-one). The yield is 80.0%. As a reaction SMILES: [CH:1]1([C:6]2[C:12]3[CH:13]=[CH:14][CH:15]=[CH:16][C:11]=3[N:10]([CH3:17])[C:9](=[O:18])[CH:8]([NH:19]C(OCC3C=CC=CC=3)=O)[N:7]=2)[CH2:5][CH2:4][CH2:3][CH2:2]1.Br.C(OCC)C>C(O)(=O)C>[NH2:19][CH:8]1[N:7]=[C:6]([CH:1]2[CH2:2][CH2:3][CH2:4][CH2:5]2)[C:12]2[CH:13]=[CH:14][CH:15]=[CH:16][C:11]=2[N:10]([CH3:17])[C:9]1=[O:18]. Procedure: To 5-cyclopentyl-1,3-dihydro-1-methyl-3(R,S)-[(benzyloxycarbonyl)amino]-2H-1,4-benzodiazepin-2-one (475 mg, 1.2 mmol) was added 45% hydrobromic acid in acetic acid (1 ml) and the mixture stirred at room temperature for 2 h. Anhydrous diethyl ether (50 ml) was added and the resultant cream coloured suspension stirred at 0° C. for 1 h. On settling, the solvent was decanted off, and the solid triturated in anhydrous diethyl ether. The resultant solid was collected by filtration and washed with more... Starting materials: BrC=1C=C(C=CC1)C1=NN2C(C=CC=C2Cl)=C1C(C#C)=O (1-[2-(3-bromophenyl)-7-chloropyrazolo[1,5-a]pyridin-3-yl]-2-propyn-1-one), Cl.C1(CCCC1)NC(=N)N (N-cyclopentylguanidine hydrochloride), [O-]CC.[Na+] (sodium ethoxide). Yields the product BrC=1C=C(C=CC1)C1=NN2C(C=CC=C2Cl)=C1C1=NC(=NC=C1)NC1CCCC1 (4-[2-(3-bromophenyl)-7-chloropyrazolo[1,5-a]pyridin-3-yl]-N-cyclopentyl-2-pyrimidinamine). Yield: 46.0%. RXN SMILES: [Br:1][C:2]1[CH:3]=[C:4]([C:8]2[C:17]([C:18](=O)[C:19]#[CH:20])=[C:11]3[CH:12]=[CH:13][CH:14]=[C:15]([Cl:16])[N:10]3[N:9]=2)[CH:5]=[CH:6][CH:7]=1.Cl.[CH:23]1([NH:28][C:29]([NH2:31])=[NH:30])[CH2:27][CH2:26][CH2:25][CH2:24]1.[O-]CC.[Na+]>>[Br:1][C:2]1[CH:3]=[C:4]([C:8]2[C:17]([C:18]3[CH:19]=[CH:20][N:31]=[C:29]([NH:28][CH:23]4[CH2:27][CH2:26][CH2:25][CH2:24]4)[N:30]=3)=[C:11]3[CH:12]=[CH:13][CH:14]=[C:15]([Cl:16])[N:10]3[N:9]=2)[CH:5]=[CH:6][CH:7]=1 |f:1.2,3.4|. Reported procedure: In a similar manner as described in Example 46 from 1-[2-(3-bromophenyl)-7-chloropyrazolo[1,5-a]pyridin-3-yl]-2-propyn-1-one (1.0 g, 2.8 mmol), N-cyclopentylguanidine hydrochloride and sodium ethoxide (4.1 mL, 21 wt % in ethanol, 3.6 mmol) at room temperature was obtained 4-[2-(3-bromophenyl)-7-chloropyrazolo[1,5-a]pyridin-3-yl]-N-cyclopentyl-2-pyrimidinamine (0.60 g, 46%) as a yellow crystalline solid. MS m/z 469 (M+1).